From a dataset of the Open Reaction Database (ORD), a public repository of structured organic reaction records. describe an organic reaction: reactants, conditions, products, and yield RXN SMILES: [CH3:16][OH:17].[CH3:1][N:2]1[CH2:3][C:4](=[O:15])[CH2:5][c:6]2[c:7]([N+:12]([O-:13])=[O:14])[cH:8][cH:9][cH:10][c:11]21>>[CH3:1][N:2]1[CH2:3][C:4](=[O:15])[CH2:5][c:6]2[c:7]([NH2:12])[cH:8][cH:9][cH:10][c:11]21. The reactants are CO, CN1CC(=O)Cc2c1cccc2[N+](=O)[O-]. Yields the product CN1CC(=O)Cc2c(N)cccc21. Reactants: CC(C)(C)OC(=O)Nc1cc(OCC#N)c(-c2ccc(F)cc2)cc1NC(=O)CC(=O)c1cccc(-n2ccnc2)c1, ClCCl, O=C(O)C(F)(F)F. As a reaction SMILES: [C:1]([O:2][C:3](=[O:4])[NH:7][c:8]1[cH:9][c:10]([O:38][CH2:39][C:40]#[N:41])[c:11](-[c:31]2[cH:32][cH:33][c:34]([F:37])[cH:35][cH:36]2)[cH:12][c:13]1[NH:14][C:15]([CH2:16][C:17](=[O:5])[c:19]1[cH:20][c:21](-[n:25]2[cH:26][n:27][cH:28][cH:29]2)[cH:22][cH:23][cH:24]1)=[O:30])([CH3:6])([CH3:18])[CH3:42].[Cl:50][CH2:51][Cl:52].[F:43][C:44]([F:45])([F:46])[C:47]([OH:48])=[O:49]>>[N:7]1=[C:17]([c:19]2[cH:20][c:21](-[n:25]3[cH:26][n:27][cH:28][cH:29]3)[cH:22][cH:23][cH:24]2)[CH2:16][C:15](=[O:30])[NH:14][c:13]2[c:8]1[cH:9][c:10]([O:38][CH2:39][C:40]#[N:41])[c:11](-[c:31]1[cH:32][cH:33][c:34]([F:37])[cH:35][cH:36]1)[cH:12]2. The product is N#CCOc1cc2c(cc1-c1ccc(F)cc1)NC(=O)CC(c1cccc(-n3ccnc3)c1)=N2. The reactants are Br, CC(=O)O, CC(=O)c1ccc(-c2ccc(F)cc2)cc1, [Na+], [Na+], [Na+], C1COCCO1, [OH-], O, O=S([O-])S(=O)(=O)[O-], c1ccc(-c2ccccc2)cc1. Product: O=C(O)c1ccc(-c2ccc(F)cc2)cc1. Reaction SMILES: [Br:3].[C:20]([OH:21])(=[O:22])[CH3:23].[F:4][c:5]1[cH:6][cH:7][c:8](-[c:11]2[cH:12][cH:13][c:14]([C:17]([CH3:18])=[O:19])[cH:15][cH:16]2)[cH:9][cH:10]1.[Na+:2].[Na+:43].[Na+:44].[O:46]1[CH2:47][CH2:48][O:49][CH2:50][CH2:51]1.[OH-:1].[OH2:45].[S:36]([S:37]([O-:38])=[O:39])([O-:40])(=[O:41])=[O:42].[c:24]1(-[c:25]2[cH:26][cH:27][cH:28][cH:29][cH:30]2)[cH:31][cH:32][cH:33][cH:34][cH:35]1>>[F:4][c:5]1[cH:6][cH:7][c:8](-[c:11]2[cH:12][cH:13][c:14]([C:17]([OH:19])=[O:22])[cH:15][cH:16]2)[cH:9][cH:10]1. Reactants: CN(C1=CC=C(C=C1)/N=N/C1=CC=C(C=C1)/N=N/C1=CC=C2NC(NC=3C=CC=C1C32)C3=CC=C(C=C3)O)C (4-{6-[(E)-(4-{(E)-[4-(dimethylamino)phenyl]diazenyl}phenyl)-diazenyl]-2,3-dihydro-1H-perimidin-2-yl}-phenol), ice, C(C=C)(=O)OCCCCCCOC1=CC=C(C(=O)O)C=C1 (4-{[6-(acryloyloxy)hexyl]oxy}benzoic acid), C1CCC(CC1)N=C=NC2CCCCC2 (DCC). Reagents/catalysts: CN(C)C=1C=CN=CC1 (DMAP). Solvent: ClCCl (dichloromethane), ClCCl (dichloromethane). Run at time 90 minute. The product is C(C=C)(=O)OCCCCCCOC1=CC=C(C(=O)OC2=CC=C(C=C2)C2NC=3C=CC=C4C(=CC=C(N2)C34)\N=N\C3=CC=C(C=C3)\N=N\C3=CC=C(C=C3)N(C)C)C=C1 (4-{6-[(E)-(4-{(E)-[4-(dimethylamino)phenyl]diazenyl}phenyl)diazenyl]-2,3-dihydro-1H-perimidin-2-yl}phenyl 4-{[6-(acryloyloxy)hexyl]oxy}benzoate). The yield is 96.4%. RXN SMILES: [C:1]([O:5][CH2:6][CH2:7][CH2:8][CH2:9][CH2:10][CH2:11][O:12][C:13]1[CH:21]=[CH:20][C:16]([C:17]([OH:19])=[O:18])=[CH:15][CH:14]=1)(=[O:4])[CH:2]=[CH2:3].C1CCC(N=C=NC2CCCCC2)CC1.[CH3:37][N:38]([CH3:75])[C:39]1[CH:44]=[CH:43][C:42](/[N:45]=[N:46]/[C:47]2[CH:52]=[CH:51][C:50](/[N:53]=[N:54]/[C:55]3[C:66]4[C:67]5[C:58]([NH:59][CH:60]([C:68]6[CH:73]=[CH:72][C:71](O)=[CH:70][CH:69]=6)[NH:61][C:62]=5[CH:63]=[CH:64][CH:65]=4)=[CH:57][CH:56]=3)=[CH:49][CH:48]=2)=[CH:41][CH:40]=1>CN(C1C=CN=CC=1)C.ClCCl>[C:1]([O:5][CH2:6][CH2:7][CH2:8][CH2:9][CH2:10][CH2:11][O:12][C:13]1[CH:14]=[CH:15][C:16]([C:17]([O:19][C:71]2[CH:70]=[CH:69][C:68]([CH:60]3[NH:59][C:58]4[C:67]5[C:66]([C:55](/[N:54]=[N:53]/[C:50]6[CH:51]=[CH:52][C:47](/[N:46]=[N:45]/[C:42]7[CH:41]=[CH:40][C:39]([N:38]([CH3:75])[CH3:37])=[CH:44][CH:43]=7)=[CH:48][CH:49]=6)=[CH:56][CH:57]=4)=[CH:65][CH:64]=[CH:63][C:62]=5[NH:61]3)=[CH:73][CH:72]=2)=[O:18])=[CH:20][CH:21]=1)(=[O:4])[CH:2]=[CH2:3]. Reported procedure: To an ice cooled solution of 1.47 g of 4-{[6-(acryloyloxy)hexyl]oxy}benzoic acid (5.00 mM) and 0.24 g of DMAP (2.00 mM) in 20 ml of dichloromethane, was added a solution of 1.03 g of DCC (5.00 mM) in 10 ml of dichloromethane dropwise. After complete addition (within 15 min) stirring was continued at 0° C. for further 90 min., then 2.57 g of 4-{6-[(E)-(4-{(E)-[4-(dimethylamino)phenyl]diazenyl}phenyl)-diazenyl]-2,3-dihydro-1H-perimidin-2-yl}-phenol (5.00 mM) were added to the reaction mixture whic... Reactants: FC1=C2C=CC=NC2=CC(=C1C(C)N1N=NC=2C1=NC(=CN2)C(C)=O)F (1-(1-(1-(5,7-difluoroquinolin-6-yl)ethyl)-1H-[1,2,3]triazolo[4,5-b]pyrazin-6-yl)ethanone), Cl.NOCCO (2-(aminooxy)ethanol hydrochloride). The solvent is CO (MeOH). Conditions: temperature 45 celsius. The product is OCCO\N=C(/C)\C1=CN=C2C(=N1)N(N=N2)C(C)C=2C(=C1C=CC=NC1=CC2F)F ((E)-1-(1-(1-(5,7-Difluoroquinolin-6-yl)ethyl)-1H-[1,2,3]triazolo[4,5-b]pyrazin-6-yl)ethanone O-2-hydroxyethyl oxime). Yield: 63.8%. As a reaction SMILES: [F:1][C:2]1[C:11]([CH:12]([N:14]2[C:18]3=[N:19][C:20]([C:23](=O)[CH3:24])=[CH:21][N:22]=[C:17]3[N:16]=[N:15]2)[CH3:13])=[C:10]([F:26])[CH:9]=[C:8]2[C:3]=1[CH:4]=[CH:5][CH:6]=[N:7]2.Cl.[NH2:28][O:29][CH2:30][CH2:31][OH:32]>CO>[OH:32][CH2:31][CH2:30][O:29]/[N:28]=[C:23](/[C:20]1[N:19]=[C:18]2[N:14]([CH:12]([C:11]3[C:2]([F:1])=[C:3]4[C:8](=[CH:9][C:10]=3[F:26])[N:7]=[CH:6][CH:5]=[CH:4]4)[CH3:13])[N:15]=[N:16][C:17]2=[N:22][CH:21]=1)\[CH3:24] |f:1.2|. Procedure: To a solution of 1-(1-(1-(5,7-difluoroquinolin-6-yl)ethyl)-1H-[1,2,3]triazolo[4,5-b]pyrazin-6-yl)ethanone (76.5 mg, 0.22 mmol) in MeOH (50 mL) was added 2-(aminooxy)ethanol hydrochloride (49.0 mg, 0.43 mol). The mixture was heated at 45° C. overnight. The solvent was removed under reduced pressure. The residue was purified by column chromatography with gradient (DCM/MeOH=10:1) to give the title compound as a white solid (58.0 mg, 62%). 1H-NMR (400 MHz, DMSO-d6) δ ppm 9.23 (s, 1H), 9.01 (dd, 1H),... Reactants: CO (methanol), [H-].[Na+] (Sodium hydride), [N+](=O)([O-])C1=CC=C(NC)C=C1 (4-nitro-N-methylaniline), CN(C)C=O (DMF), C(Br)C1CO1 (Epibromohydrin). Solvent: CNC (dimethylamine). Reaction conditions: time 8 hour. Product: OC(CN(C)C1=CC=C(C=C1)[N+](=O)[O-])CN(C)C (4-{N-[2-Hydroxy-3-(N,N-dimethylamino)propyl]-N-methylamino}nitrobenzene). Yield: 86.0%. As a reaction SMILES: [H-].[Na+].[N+:3]([C:6]1[CH:13]=[CH:12][C:9]([NH:10][CH3:11])=[CH:8][CH:7]=1)([O-:5])=[O:4].[CH2:14]([CH:16]1[O:18][CH2:17]1)Br.CO.[CH3:21][N:22](C=O)[CH3:23]>CNC>[OH:18][CH:16]([CH2:17][N:22]([CH3:23])[CH3:21])[CH2:14][N:10]([C:9]1[CH:12]=[CH:13][C:6]([N+:3]([O-:5])=[O:4])=[CH:7][CH:8]=1)[CH3:11] |f:0.1|. Procedure details: Sodium hydride (60% dispersion in oil; 290 mg, 7.2 mmol) was added portionwise over 30 minutes to a solution of 4-nitro-N-methylaniline (1.0 g, 6.6 mmol) in DMF (30 ml) at 0° C. Epibromohydrin (0.62 ml, 7.2 mmol) was added dropwise to the solution at 0° C. and the mixture was left to stand overnight. Volatile material was removed by evaporation and the residue was dissolved in a solution of dimethylamine in methanol (5.6M, 132 mmol). The solution was left to stand for 12 hours and then concentra... Reactants: final solution, OC[C@@H]1CO[C@@H](CN1C(=O)OC(C)(C)C)C(CC1=C(C=CC=C1)[N+](=O)[O-])O (tert-butyl (2S,5R)-5-(hydroxymethyl)-2-[1-hydroxy-2-(2-nitrophenyl)ethyl]morpholine-4-carboxylate), N1C=NC=C1 (imidazole), [Si](C1=CC=CC=C1)(C1=CC=CC=C1)(C(C)(C)C)Cl (TBDPS-Cl). Run in C(Cl)Cl (DCM), CCCCCCC (heptane), CN(C)C=O (DMF). The product is [Si](C1=CC=CC=C1)(C1=CC=CC=C1)(C(C)(C)C)OC[C@@H]1CO[C@@H](CN1C(=O)OC(C)(C)C)C(CC1=C(C=CC=C1)[N+](=O)[O-])O (tert-butyl (2S,5S)-5-({[tert-butyl(diphenyl)silyl]oxy}methyl)-2-[1-hydroxy-2-(2-nitrophenyl)ethyl]morpholine-4-carboxylate). Reaction SMILES: [OH:1][CH2:2][C@H:3]1[N:8]([C:9]([O:11][C:12]([CH3:15])([CH3:14])[CH3:13])=[O:10])[CH2:7][C@@H:6]([CH:16]([OH:27])[CH2:17][C:18]2[CH:23]=[CH:22][CH:21]=[CH:20][C:19]=2[N+:24]([O-:26])=[O:25])[O:5][CH2:4]1.N1C=CN=C1.[Si:33](Cl)([C:46]([CH3:49])([CH3:48])[CH3:47])([C:40]1[CH:45]=[CH:44][CH:43]=[CH:42][CH:41]=1)[C:34]1[CH:39]=[CH:38][CH:37]=[CH:36][CH:35]=1>CN(C=O)C.C(Cl)Cl.CCCCCCC>[Si:33]([O:1][CH2:2][C@H:3]1[N:8]([C:9]([O:11][C:12]([CH3:13])([CH3:15])[CH3:14])=[O:10])[CH2:7][C@@H:6]([CH:16]([OH:27])[CH2:17][C:18]2[CH:23]=[CH:22][CH:21]=[CH:20][C:19]=2[N+:24]([O-:26])=[O:25])[O:5][CH2:4]1)([C:46]([CH3:49])([CH3:48])[CH3:47])([C:40]1[CH:41]=[CH:42][CH:43]=[CH:44][CH:45]=1)[C:34]1[CH:39]=[CH:38][CH:37]=[CH:36][CH:35]=1. Procedure details: A solution of intermediate tert-butyl (2S,5R)-5-(hydroxymethyl)-2-[1-hydroxy-2-(2-nitrophenyl)ethyl]morpholine-4-carboxylate and imidazole (3.2 eq.) in dry DMF (0.43 M) was treated with neat TBDPS-Cl (1.1 eq.) and the final solution stirred at room temperature for 48 h, diluted with DCM and heptane (excess) and concentrated. The residue was purified by automated silicagel flash chromatography system eluted with a gradient 10% to 50% EtOAc in hexanes, to afford title compound as white foam. Solvent: CO (methanol). Reported procedure: A solution of 4-oxo-4,5,6,7-tetrahydro-1H-indazole-3-carboxylic acid ethyl ester (purity 90%, 1.84 g, 8.0 mmol) in methanol (20 mL) is treated with 10 N NaOH (4 mL) and stirred under nitrogen at 60° C. for 90 min. The solvent is evaporated under reduced pressure and the residue is dissolved in water (30 mL), treated with brine (30 mL) and acidified to pH 2 with conc. hydrochloric acid to produce a white precipitate. The mixture is cooled to 0° C. The precipitate is filtered, washed with water (5... Conditions: temperature 60 celsius, time 90 minute. The product is O=C1C=2C(=NNC2CCC1)C(=O)O (4-oxo-4,5,6,7-tetrahydro-1H-indazole-3-carboxylic acid). Starting materials: C(C)OC(=O)C1=NNC=2CCCC(C12)=O (4-oxo-4,5,6,7-tetrahydro-1H-indazole-3-carboxylic acid ethyl ester), [OH-].[Na+] (NaOH). As a reaction SMILES: C([O:3][C:4]([C:6]1[C:14]2[C:13](=[O:15])[CH2:12][CH2:11][CH2:10][C:9]=2[NH:8][N:7]=1)=[O:5])C.[OH-].[Na+]>CO>[O:15]=[C:13]1[CH2:12][CH2:11][CH2:10][C:9]2[NH:8][N:7]=[C:6]([C:4]([OH:5])=[O:3])[C:14]1=2 |f:1.2|. The reactants are C(C)(C)(C)OC(NC1=C(C=C(C=C1)I)[N+](=O)[O-])=O ((4-Iodo-2-nitro-phenyl)-carbamic acid tert.-butyl ester), C1(=CC=C(C=C1)C#C)C (4-tolylacetylene). Product: C(C)(C)(C)OC(NC1=C(C=C(C=C1)C#CC1=CC=C(C=C1)C)[N+](=O)[O-])=O ((2-Nitro-4-p-tolylethynyl-phenyl)-carbamic acid tert.-butyl ester). Yield: 89.7%. Reaction SMILES: [C:1]([O:5][C:6](=[O:18])[NH:7][C:8]1[CH:13]=[CH:12][C:11](I)=[CH:10][C:9]=1[N+:15]([O-:17])=[O:16])([CH3:4])([CH3:3])[CH3:2].[C:19]1([CH3:27])[CH:24]=[CH:23][C:22]([C:25]#[CH:26])=[CH:21][CH:20]=1>>[C:1]([O:5][C:6](=[O:18])[NH:7][C:8]1[CH:13]=[CH:12][C:11]([C:26]#[C:25][C:22]2[CH:23]=[CH:24][C:19]([CH3:27])=[CH:20][CH:21]=2)=[CH:10][C:9]=1[N+:15]([O-:17])=[O:16])([CH3:4])([CH3:3])[CH3:2]. Procedure: Prepared from (4-iodo-2-nitro-phenyl)-carbamic acid tert.-butyl ester (Example A1) (728 mg, 2.0 mmol) and 4-tolylacetylene (349 mg, 3.0 mmol) according to the general procedure F. Obtained as a yellow solid (632 mg).